From a dataset of the Open Reaction Database (ORD), a public repository of structured organic reaction records. describe an organic reaction: reactants, conditions, products, and yield The reactants are C(C(=O)OCC)(=O)OCC (Diethyl oxalate), BrC1=CC(=C(C=C1)C)[N+](=O)[O-] (4-bromo-2-nitrotoluene), [O-]CC.[Na+] (sodium ethoxide), [Na] (sodium). Run in C(C)O (ethanol), O (Water). Run at time 8 hour. Product: BrC1=CC(=C(C=C1)CC(C(=O)O)=O)[N+](=O)[O-] (4-Bromo-2-nitrophenylpyruvic acid). Reaction SMILES: [C:1]([O:8]CC)(=[O:7])[C:2]([O:4]CC)=O.[Br:11][C:12]1[CH:17]=[CH:16][C:15]([CH3:18])=[C:14]([N+:19]([O-:21])=[O:20])[CH:13]=1.[O-]CC.[Na+].[Na]>O.C(O)C>[Br:11][C:12]1[CH:17]=[CH:16][C:15]([CH2:18][C:2](=[O:4])[C:1]([OH:8])=[O:7])=[C:14]([N+:19]([O-:21])=[O:20])[CH:13]=1 |f:2.3,^1:25|. Reported procedure: Diethyl oxalate (29.2 g, 0.2 mol) and 4-bromo-2-nitrotoluene (21.6 g, 0.1 mol, Lancaster) were poured into a cooled sodium ethoxide solution, prepared from sodium (4.6 g, 0.2 mol) and absolute ethanol (90 mL). The mixture was stirred overnight at room temperature and then refluxed for 10 minutes at the end of the reaction. Water (30 mL) was added and the reaction refluxed for 2.5 h. The reaction mixture was cooled and concentrated to remove excess ethanol. The precipitate was collected by filtra...